This data is from the Open Reaction Database (ORD), a public repository of structured organic reaction records. The task is: describe an organic reaction: reactants, conditions, products, and yield The reactants are ONC(C=1C=C2C=CN(C2=CC1)CCC(=O)OCC)=N (ethyl 3-{5-[(hydroxyamino)(imino)methyl]-1H-indol-1-yl}propanoate), C(#N)C=1C=C(C(=O)O)C=CC1OC(C)C (3-Cyano-4-[(1-methylethyl)oxy]benzoic acid), CCN=C=NCCCN(C)C (EDAC), C=1C=CC2=C(C1)N=NN2O (HOBt). The solvent is CN(C)C=O (DMF), CCOC(=O)C (EtOAc). Run at temperature 80 celsius. Product: C(#N)C=1C=C(C=CC1OC(C)C)C1=NC(=NO1)C=1C=C2C=CN(C2=CC1)CCC(=O)OCC (Ethyl 3-[5-(5-{3-cyano-4-[(1-methylethyl)oxy]phenyl}-1,2,4-oxadiazol-3-yl)-1H-indol-1-yl]propanoate). Yield: 42.9%. As a reaction SMILES: [C:1]([C:3]1[CH:4]=[C:5]([CH:9]=[CH:10][C:11]=1[O:12][CH:13]([CH3:15])[CH3:14])[C:6]([OH:8])=O)#[N:2].CCN=C=NCCCN(C)C.C1C=CC2N(O)N=NC=2C=1.O[NH:38][C:39](=[NH:56])[C:40]1[CH:41]=[C:42]2[C:46](=[CH:47][CH:48]=1)[N:45]([CH2:49][CH2:50][C:51]([O:53][CH2:54][CH3:55])=[O:52])[CH:44]=[CH:43]2>CN(C=O)C.CCOC(C)=O>[C:1]([C:3]1[CH:4]=[C:5]([C:6]2[O:8][N:56]=[C:39]([C:40]3[CH:41]=[C:42]4[C:46](=[CH:47][CH:48]=3)[N:45]([CH2:49][CH2:50][C:51]([O:53][CH2:54][CH3:55])=[O:52])[CH:44]=[CH:43]4)[N:38]=2)[CH:9]=[CH:10][C:11]=1[O:12][CH:13]([CH3:15])[CH3:14])#[N:2]. Procedure: 3-Cyano-4-[(1-methylethyl)oxy]benzoic acid (can be prepared as described in WO2005/58848) (215 mg, 1.05 mmol), EDAC (219 mg, 1.14 mmol) and HOBt (156 mg, 1.14 mmol) in dry DMF (10 ml) were stirred at RT for 10 minutes. Added ethyl 3-{5-[(hydroxyamino)(imino)methyl]-1H-indol-1-yl}propanoate (D52) (288 mg, 1.05 mmol) and stirred for 1 hour at RT. Heated at 80° C. for 7 hours. The solution was cooled and EtOAc (50 ml) added. Washed with water (50 ml), sat. sodium hydrogen carbonate (50 ml) and wate... The reactants are CC(=O)O, COc1ccc(F)c(-c2nc(O)cc(O)n2)c1, O, O=[N+]([O-])O. The product is COc1ccc(F)c(-c2nc(O)c([N+](=O)[O-])c(O)n2)c1. As a reaction SMILES: [CH3:22][C:23](=[O:24])[OH:25].[F:1][c:2]1[c:3](-[c:10]2[n:11][c:12]([OH:17])[cH:13][c:14]([OH:16])[n:15]2)[cH:4][c:5]([O:8][CH3:9])[cH:6][cH:7]1.[OH2:26].[OH:18][N+:19]([O-:20])=[O:21]>>[F:1][c:2]1[c:3](-[c:10]2[n:11][c:12]([OH:17])[c:13]([N+:19](=[O:18])[O-:20])[c:14]([OH:16])[n:15]2)[cH:4][c:5]([O:8][CH3:9])[cH:6][cH:7]1. The reactants are CN1N=CC(=C1)C=O (1-methyl-1H-pyrazole-4-carbaldehyde), solid, ClC=1C(=NC=CN1)N1CCNCC1 (3′-chloro-3,4,5,6-tetrahydro-2H-[1,2′]bipyrazinyl), C(C)(=O)O[BH-](OC(C)=O)OC(C)=O.[Na+] (sodium triacetoxyborohydride). Solvent: O1CCCC1 (tetrahydrofuran), O1CCCC1 (tetrahydrofuran). Reaction conditions: time 6 hour. The product is ClC=1C(=NC=CN1)N1CCN(CC1)CC=1C=NN(C1)C (3′-Chloro-4-(1-methyl-1H-pyrazol-4-ylmethyl)-3,4,5,6-tetrahydro-2H-[1,2′]bipyrazine). RXN SMILES: [Cl:1][C:2]1[C:3]([N:8]2[CH2:13][CH2:12][NH:11][CH2:10][CH2:9]2)=[N:4][CH:5]=[CH:6][N:7]=1.[CH3:14][N:15]1[CH:19]=[C:18]([CH:20]=O)[CH:17]=[N:16]1.C(O[BH-](OC(=O)C)OC(=O)C)(=O)C.[Na+]>O1CCCC1>[Cl:1][C:2]1[C:3]([N:8]2[CH2:9][CH2:10][N:11]([CH2:20][C:18]3[CH:17]=[N:16][N:15]([CH3:14])[CH:19]=3)[CH2:12][CH2:13]2)=[N:4][CH:5]=[CH:6][N:7]=1 |f:2.3|. Procedure: Dissolve 3′-chloro-3,4,5,6-tetrahydro-2H-[1,2′]bipyrazinyl (3.43 g, 17.3 mmol) in tetrahydrofuran (100 mL). Add 1-methyl-1H-pyrazole-4-carbaldehyde (2.244 g, 20.38 mmol) in dry tetrahydrofuran (5 mL), stir for 10 min. at room temperature, add sodium triacetoxyborohydride (4.32 g, 20.4 mmol) and subject the reaction to ultrasound stirring for 6 hr. at room temperature. Add saturated aqueous sodium hydrogen carbonate (100 mL) then 2 N sodium hydroxide (10 mL) to the mixture and extract with DCM (2... Reported procedure: In 24 ml of dimethylsulfoxide was added 4.9 g of sodium cyanide, and the obtained mixture was heated at 70° C. Under stirring, 19.5 g of 2-guanidino-4-(4-chlorobutyl)thiazole was added to the solution at 70° to 75° C., and the solution was stirred at the same temperature for 3 hours. The reaction solution was cooled, and 100 ml of chloroform was added to the solution. After filtering off the undissolved material, the residue was purified by a silica gel column chromatography using a mixture of c... Yields the product N(C(=N)N)C=1SC=C(N1)CCCCC#N (2-guanidino-4-(4-cyanobutyl)thiazole). Isolated yield 80.2%. Solvent: CS(=O)C (dimethylsulfoxide). Run at temperature 70 celsius. As a reaction SMILES: [C-:1]#[N:2].[Na+].[NH:4]([C:8]1[S:9][CH:10]=[C:11]([CH2:13][CH2:14][CH2:15][CH2:16]Cl)[N:12]=1)[C:5]([NH2:7])=[NH:6].C(Cl)(Cl)Cl>CS(C)=O>[NH:4]([C:8]1[S:9][CH:10]=[C:11]([CH2:13][CH2:14][CH2:15][CH2:16][C:1]#[N:2])[N:12]=1)[C:5]([NH2:7])=[NH:6] |f:0.1|. The reactants are [C-]#N.[Na+] (sodium cyanide), N(C(=N)N)C=1SC=C(N1)CCCCCl (2-guanidino-4-(4-chlorobutyl)thiazole), C(Cl)(Cl)Cl (chloroform). Starting materials: C(C)(=O)N1CCC2=CC(=C(C=C12)Br)F (1-acetyl-6-bromo-5-fluoroindoline), 24, FC=1C=C2CCNC2=CC1 (5-fluoroindoline), C[C@@H]1CNC[C@@H](N1)C (cis-3,5-dimethylpiperazine), 2, 3. Yields the product FC=1C=C2CCNC2=CC1N1C[C@H](N([C@H](C1)C)C)C (cis-5-Fluoro-6-(3,4,5-trimethylpiperazin-1-yl)indoline). As a reaction SMILES: C([N:4]1[C:12]2[C:7](=[CH:8][C:9]([F:14])=[C:10](Br)[CH:11]=2)[CH2:6][CH2:5]1)(=O)C.FC1C=[C:18]2[C:22](=[CH:23][CH:24]=1)[NH:21][CH2:20][CH2:19]2.C[C@H]1N[C@@H](C)C[NH:28][CH2:27]1>>[F:14][C:9]1[CH:8]=[C:7]2[C:12](=[CH:11][C:10]=1[N:21]1[CH2:20][C@H:19]([CH3:18])[N:28]([CH3:27])[C@H:23]([CH3:24])[CH2:22]1)[NH:4][CH2:5][CH2:6]2. Procedure: The title compound was prepared from 1-acetyl-6-bromo-5-fluoroindoline (prepared by bromination of 5-fluoroindoline analogous to procedure in J. Het. Chem. 1983, 20, 349, followed by N-acylation) by reaction with cis-3,5-dimethylpiperazine using similar procedure to Description 2 (82%), followed by N-methylation using procedure similar to Description 24 (69%), followed by hydrolysis as in Description 3 (96%). The product was isolated as a pale yellow solid. Reactants: [Na] (sodium), C(C)OC(CCCCC1=CC=CC=C1)=O (5-phenylvaleric acid ethyl ester), CC[O-].[Na+] (sodium ethylate), C(C(=O)OCC)(=O)OCC (diethyl oxalate), ice water, S(O)(O)(=O)=O (sulphuric acid). The solvent is C1(=CC=CC=C1)C (toluene), C(C)O (ethanol), C(C)O (ethanol). Product: O=C(C(=O)O)CCCCC1=CC=CC=C1 (2-Oxo-6-phenylcaproic acid). As a reaction SMILES: C(O[C:4](=[O:15])[CH2:5][CH2:6][CH2:7][CH2:8][C:9]1[CH:14]=[CH:13][CH:12]=[CH:11][CH:10]=1)C.CC[O-].[Na+].[Na].C(OCC)(=O)[C:22]([O:24]CC)=[O:23].S(=O)(=O)(O)O>C1(C)C=CC=CC=1.C(O)C>[O:15]=[C:4]([CH2:5][CH2:6][CH2:7][CH2:8][C:9]1[CH:10]=[CH:11][CH:12]=[CH:13][CH:14]=1)[C:22]([OH:24])=[O:23] |f:1.2,^1:19|. Reported procedure: 47.9 g of 5-phenylvaleric acid ethyl ester are added to a sodium ethylate suspension, prepared from 6.4 g of sodium and 100 ml of ethanol with subsequent evaporation of excess ethanol and addition of 100 ml of toluene. 44.1 g of diethyl oxalate are added dropwise, whilst stirring, and the mixture is heated under reflux for 2.5 hours. After cooling, the solution is stirred with 500 ml of ice-water and the mixture is acidified to pH 2 with 2 N sulphuric acid. Extraction several times with methylen... The reactants are [Li] (Lithium), C1=CC=CC2=CC=CC=C12 (naphthalene), N[C@H]1[C@@]2(C[C@H]([C@H](CC1)N2CC2=CC=CC=C2)S(=O)(=O)C2=CC=CC=C2)C2=CC=CC=C2 ((1R*,2R*,5S*,6R*)-2-amino-8-benzyl-1-phenyl-6-phenylsulphonyl-8-azabicyclo[3.2.1]octane). Solvent: O1CCCC1 (tetrahydrofuran), O1CCCC1 (tetrahydrofuran). Reaction conditions: temperature -78 celsius, time 1 hour. Product: N[C@H]1[C@@]2(CC[C@H](CC1)N2CC2=CC=CC=C2)C2=CC=CC=C2 ((1R*,2R*,5S*)-2-amino-8-benzyl-1-phenyl-8-azabicyclo[3.2.1]octane). The yield is 67.4%. As a reaction SMILES: [Li].C1C2C(=CC=CC=2)C=CC=1.[NH2:12][C@@H:13]1[CH2:19][CH2:18][C@@H:17]2[N:20]([CH2:21][C:22]3[CH:27]=[CH:26][CH:25]=[CH:24][CH:23]=3)[C@@:14]1([C:37]1[CH:42]=[CH:41][CH:40]=[CH:39][CH:38]=1)[CH2:15][C@H:16]2S(C1C=CC=CC=1)(=O)=O>O1CCCC1>[NH2:12][C@@H:13]1[CH2:19][CH2:18][C@@H:17]2[N:20]([CH2:21][C:22]3[CH:23]=[CH:24][CH:25]=[CH:26][CH:27]=3)[C@@:14]1([C:37]1[CH:42]=[CH:41][CH:40]=[CH:39][CH:38]=1)[CH2:15][CH2:16]2 |^1:0|. Procedure details: Lithium (175 mg, 25 mmol) was added to a solution of naphthalene (3.2 g, 25 mmol) in tetrahydrofuran (25 mL), and the mixture sonicated for 2 hours. The green solution formed was then slowly added to a solution of (1R*,2R*,5S*,6R*)-2-amino-8-benzyl-1-phenyl-6-phenylsulphonyl-8-azabicyclo[3.2.1]octane (Description 8; 2.0 g, 4.6 mmol) in tetrahydrofuran (50 mL), already cooled to −78° C. The mixture was stirred at −78° C. for 1 hour, then quenched with aqueous saturated ammonium chloride solution ...